This data is from the Open Reaction Database (ORD), a public repository of structured organic reaction records. The task is: describe an organic reaction: reactants, conditions, products, and yield The reactants are BrC1=C(C(=O)[O-])C=C(C(=C1)C)OCC (2-bromo-5-ethoxy-4-methylbenzoate), CC(C)C[AlH]CC(C)C (DIBAL), CCOC(=O)C (EtOAc). The solvent is CCOCC (ether). Run at temperature 0 celsius, time 10 minute. The product is BrC1=C(C=C(C(=C1)C)OCC)CO ((2-bromo-5-ethoxy-4-methylphenyl)methanol). Isolated yield 100.6%. As a reaction SMILES: [Br:1][C:2]1[CH:10]=[C:9]([CH3:11])[C:8]([O:12][CH2:13][CH3:14])=[CH:7][C:3]=1[C:4]([O-])=[O:5].CC(C[AlH]CC(C)C)C.CCOC(C)=O>CCOCC>[Br:1][C:2]1[CH:10]=[C:9]([CH3:11])[C:8]([O:12][CH2:13][CH3:14])=[CH:7][C:3]=1[CH2:4][OH:5]. Procedure: To a solution of 2-bromo-5-ethoxy-4-methylbenzoate (660 mg, 2.23 mmol) in ether (20 mL) at 0° C. was added DIBAL (5.75 mL, 5.75 mmol, 1 M in toluene). The reaction was stirred at 0° C. for 10 minutes. EtOAc (20 mL) and wet silica gel (˜50 g silica gel and 3 mL of water) were added portion wise at 0° C. The resulting slurry was stirred for ˜15 minutes and was filtered, washed with EtOAc (20 mL). The organic phase was dried over sodium sulfate, filtered and concentrated. The residue was purified o... Reactants: CCOCC, O=C(O)C1CCCc2c(Cc3ccc(Cl)cc3)cccc21, [Na+], [Na+], O=[Cr](=O)([O-])O[Cr](=O)(=O)[O-], O, O=S(=O)(O)O. Yields the product O=C(c1ccc(Cl)cc1)c1cccc2c1CCCC2C(=O)O. As a reaction SMILES: [CH2:1]([O:3][CH2:2][CH3:4])[CH3:5].[Cl:6][c:7]1[cH:8][cH:9][c:10]([CH2:11][c:12]2[c:13]3[c:18]([cH:19][cH:20][cH:21]2)[CH:17]([C:22](=[O:23])[OH:24])[CH2:16][CH2:15][CH2:14]3)[cH:25][cH:26]1.[Na+:27].[Na+:28].[O-:29][Cr:30]([O:31][Cr:32](=[O:33])(=[O:34])[O-:35])(=[O:36])=[O:37].[OH2:43].[S:38](=[O:39])(=[O:40])([OH:41])[OH:42]>>[O:3]=[C:11]([c:10]1[cH:9][cH:8][c:7]([Cl:6])[cH:26][cH:25]1)[c:12]1[c:13]2[c:18]([cH:19][cH:20][cH:21]1)[CH:17]([C:22](=[O:23])[OH:24])[CH2:16][CH2:15][CH2:14]2.